Dataset: the Open Reaction Database (ORD), a public repository of structured organic reaction records. Task: describe an organic reaction: reactants, conditions, products, and yield Procedure details: 2.0 g (12.61 mmol) of 2-chloro-5-nitropyridine were dissolved in 8 ml of dimethylformamide, and 3.49 g (25.23 mmol) of potassium carbonate were added. After that, a solution of 1.75 g (13.88 mmol) of N-allylpiperazine in 2 ml of dimethylformamide was added slowly dropwise to the reaction mixture (exothermic reaction). The reaction mixture was then stirred at room temperature for 2 hours. After the solvent had been concentrated down to dryness, the resulting residue was stirred up in 100 ml of he... The reactants are C([O-])([O-])=O.[K+].[K+] (potassium carbonate), ClC1=NC=C(C=C1)[N+](=O)[O-] (2-chloro-5-nitropyridine), C(C=C)N1CCNCC1 (N-allylpiperazine). The product is C(C=C)N1CCN(CC1)C1=NC=C(C=C1)[N+](=O)[O-] (1-Allyl-4-(5-nitropyridin-2-yl)piperazine). Isolated yield 23.0%. Run in CN(C=O)C (dimethylformamide), CN(C=O)C (dimethylformamide). RXN SMILES: Cl[C:2]1[CH:7]=[CH:6][C:5]([N+:8]([O-:10])=[O:9])=[CH:4][N:3]=1.C(=O)([O-])[O-].[K+].[K+].[CH2:17]([N:20]1[CH2:25][CH2:24][NH:23][CH2:22][CH2:21]1)[CH:18]=[CH2:19]>CN(C)C=O>[CH2:17]([N:20]1[CH2:25][CH2:24][N:23]([C:2]2[CH:7]=[CH:6][C:5]([N+:8]([O-:10])=[O:9])=[CH:4][N:3]=2)[CH2:22][CH2:21]1)[CH:18]=[CH2:19] |f:1.2.3|. Run at time 2 hour. Reactants: BrBr (Bromine), CC=1C=C(C=CC1)C(C)=O (1-[3-methylphenyl]ethanone). The solvent is C(C)OCC (diethyl ether). Reaction conditions: time 4 hour. Yields the product BrCC(=O)C1=CC(=CC=C1)C (2-Bromo-1-(3-methylphenyl)ethanone). The yield is 95.4%. RXN SMILES: [Br:1]Br.[CH3:3][C:4]1[CH:5]=[C:6]([C:10](=[O:12])[CH3:11])[CH:7]=[CH:8][CH:9]=1>C(OCC)C>[Br:1][CH2:11][C:10]([C:6]1[CH:7]=[CH:8][CH:9]=[C:4]([CH3:3])[CH:5]=1)=[O:12]. Procedure: Bromine (2.38 g, 14.9 mmol) was slowly added dropwise to a solution of 1-[3-methylphenyl]ethanone (2.00 g, 14.9 mmol) in diethyl ether (50 ml), and the mixture was stirred at room temperature for 4 hours. The reaction mixture was distilled off under reduced pressure to give 3.03 g (95.3%) of the desired product as an oil. The reactants are COC=1C(=C(CC=2C=CC(=C(C(=O)OC)C2)C2=CC=CC=C2)C(=C(C1OC)OC)OC)C (Methyl 5-(3,4,5,6-tetramethoxy-2-methylbenzyl)-2-phenylbenzoate). Solvent: aqueous solution, [OH-].[Na+] (sodium hydroxide), O1CCOCC1 (1,4-dioxane), O (water). Run at time 16 hour. Product: COC=1C(=C(CC=2C=CC(=C(C(=O)O)C2)C2=CC=CC=C2)C(=C(C1OC)OC)OC)C (5-(3,4,5,6-Tetramethoxy-2-methylbenzyl)-2-phenylbenzoic acid). Yield: 97.7%. As a reaction SMILES: [CH3:1][O:2][C:3]1[C:4]([CH3:32])=[C:5]([C:23]([O:30][CH3:31])=[C:24]([O:28][CH3:29])[C:25]=1[O:26][CH3:27])[CH2:6][C:7]1[CH:8]=[CH:9][C:10]([C:17]2[CH:22]=[CH:21][CH:20]=[CH:19][CH:18]=2)=[C:11]([CH:16]=1)[C:12]([O:14]C)=[O:13]>[OH-].[Na+].O1CCOCC1.O>[CH3:1][O:2][C:3]1[C:4]([CH3:32])=[C:5]([C:23]([O:30][CH3:31])=[C:24]([O:28][CH3:29])[C:25]=1[O:26][CH3:27])[CH2:6][C:7]1[CH:8]=[CH:9][C:10]([C:17]2[CH:22]=[CH:21][CH:20]=[CH:19][CH:18]=2)=[C:11]([CH:16]=1)[C:12]([OH:14])=[O:13] |f:1.2|. Procedure: Methyl 5-(3,4,5,6-tetramethoxy-2-methylbenzyl)-2-phenylbenzoate (349 mg, 0.8004 mmol) was dissolved in a mixed solution of a 1N aqueous solution of sodium hydroxide (10 ml) and 1,4-dioxane (20 ml) followed by stirring at room temperature for 16 hours. The reaction solution was diluted with water (100 ml), washed with ether, acidified with concentrated hydrochloric acid and extracted with ether. The extract was washed with water and dried and the solvent was evaporated therefrom to give the title... Reactants: CC(C)(CCl)Cn1cc(C=O)c2cc(Br)ccc2c1=O, CC(=O)[O-], CS(C)=O, [I-], [Na+], [Na+], O. Product: CC(=O)OCC(C)(C)Cn1cc(C=O)c2cc(Br)ccc2c1=O. As a reaction SMILES: [Br:1][c:2]1[cH:3][c:4]2[c:5]([CH:19]=[O:20])[cH:6][n:7]([CH2:13][C:14]([CH2:15][Cl:16])([CH3:17])[CH3:18])[c:8](=[O:12])[c:9]2[cH:10][cH:11]1.[CH3:22][C:23]([O-:24])=[O:25].[CH3:28][S:29]([CH3:30])=[O:31].[I-:27].[Na+:21].[Na+:26].[OH2:32]>>[Br:1][c:2]1[cH:3][c:4]2[c:5]([CH:19]=[O:20])[cH:6][n:7]([CH2:13][C:14]([CH2:15][O:25][C:23]([CH3:22])=[O:24])([CH3:17])[CH3:18])[c:8](=[O:12])[c:9]2[cH:10][cH:11]1. The solvent is O1CCCC1 (tetrahydrofuran). RXN SMILES: [C:1]([O:11][CH:12]([CH3:14])[CH3:13])(=[O:10])/[CH:2]=[CH:3]/[C:4]([O:6][CH:7]([CH3:9])[CH3:8])=[O:5].[C:15]([OH:25])(=[O:24])[CH:16]=[CH:17][C:18]1[CH:23]=[CH:22][CH:21]=[CH:20][CH:19]=1.CO>O1CCCC1.C(OOC(C)(C)C)(=O)C(C)(C)C>[C:4]([O:6][CH:7]([CH3:9])[CH3:8])(=[O:5])/[CH:3]=[CH:2]/[C:1]([O:11][CH:12]([CH3:14])[CH3:13])=[O:10].[C:15]([OH:25])(=[O:24])[CH:16]=[CH:17][C:18]1[CH:19]=[CH:20][CH:21]=[CH:22][CH:23]=1 |f:5.6|. Conditions: time 48 hour. Reported procedure: A glass ampule having a volume of 75 mL was charged with 50 g (0.25 mol) of diisopropyl fumarate, 1.9 g (0.013 mol) of cinnamic acid and 0.29 g (0.0016 mol) of tert-butyl peroxypivalate as a polymerization initiator and after repeating purging with nitrogen and release of the pressure, sealed in the pressure-reduced state. This ampule was placed in a constant temperature bath at 50° C. and held for 48 hours, thereby performing radical polymerization. After the completion of polymerization reacti... The reagents and catalysts are C(C(C)(C)C)(=O)OOC(C)(C)C (tert-butyl peroxypivalate). The yield is 463.7%. Starting materials: C(\C=C\C(=O)OC(C)C)(=O)OC(C)C (diisopropyl fumarate), C(C=CC1=CC=CC=C1)(=O)O (cinnamic acid), CO (methanol). Product: C(\C=C\C(=O)OC(C)C)(=O)OC(C)C.C(C=CC1=CC=CC=C1)(=O)O (diisopropyl fumarate cinnamic acid). The reactants are Cn1cnc(S(=O)(=O)Cl)c1, CC#N, CCN1CC(C)(C)c2ccc(NCc3ccc(Cl)cc3)cc2C1=O, c1ccncc1. Yields the product CCN1CC(C)(C)c2ccc(N(Cc3ccc(Cl)cc3)S(=O)(=O)c3cn(C)cn3)cc2C1=O. As a reaction SMILES: [CH3:31][n:32]1[cH:33][n:34][c:35]([S:37](=[O:38])(=[O:39])[Cl:40])[cH:36]1.[CH3:41][C:42]#[N:43].[Cl:1][c:2]1[cH:3][cH:4][c:5]([CH2:6][NH:7][c:8]2[cH:9][cH:10][c:11]3[c:16]([cH:17]2)[C:15](=[O:18])[N:14]([CH2:19][CH3:20])[CH2:13][C:12]3([CH3:21])[CH3:22])[cH:23][cH:24]1.[cH:25]1[cH:26][cH:27][n:28][cH:29][cH:30]1>>[Cl:1][c:2]1[cH:3][cH:4][c:5]([CH2:6][N:7]([c:8]2[cH:9][cH:10][c:11]3[c:16]([cH:17]2)[C:15](=[O:18])[N:14]([CH2:19][CH3:20])[CH2:13][C:12]3([CH3:21])[CH3:22])[S:37]([c:35]2[n:34][cH:33][n:32]([CH3:31])[cH:36]2)(=[O:38])=[O:39])[cH:23][cH:24]1. The reactants are C(=O)(OCC1=CC=CC=C1)N([C@@H](C(C)C)C(=O)N[C@@H](CC1=CC(=C(C=C1)O)C(C)(C)C)C(=O)N)C (Z-N-Me-Val-Tyr(3-tBu)-NH2), N([C@@H](C(C)C)C(=O)N[C@@H](CC1=CC(=C(C=C1)O)C(C)(C)C)C(=O)N)C (N-Me-Val-Tyr(3-tBu)-NH2), N([C@@H](CC1=CC=CC=C1)C(=O)O)C(=O)OC(C)(C)C (Boc-Phe-OH), C=1C=CC2=C(C1)N=NN2O (HOBT), CC(N=C=NC(C)C)C (DIC). The reagents and catalysts are [C].[Pd] (palladium carbon). Run in CO (methanol), C(C)(=O)OCC (ethyl acetate), CN(C)C=O (DMF). Conditions: time 13 hour. Yields the product N([C@@H](CC1=CC=CC=C1)C(=O)N([C@@H](C(C)C)C(=O)N[C@@H](CC1=CC(=C(C=C1)O)C(C)(C)C)C(=O)O)C)C(=O)OC(C)(C)C.N (Boc-Phe-N-Me-Val-Tyr(3-tBu) NH3). Reaction SMILES: C([N:11]([CH3:35])[C@H:12]([C:16]([NH:18][C@H:19]([C:32](N)=[O:33])[CH2:20][C:21]1[CH:26]=[CH:25][C:24]([OH:27])=[C:23]([C:28]([CH3:31])([CH3:30])[CH3:29])[CH:22]=1)=[O:17])[CH:13]([CH3:15])[CH3:14])(OCC1C=CC=CC=1)=O.[NH:36](C)[C@H](C(N[C@H](C(N)=O)CC1C=CC(O)=C(C(C)(C)C)C=1)=[O:42])C(C)C.[NH:61]([C:73]([O:75][C:76]([CH3:79])([CH3:78])[CH3:77])=[O:74])[C@H:62]([C:70]([OH:72])=O)[CH2:63][C:64]1[CH:69]=[CH:68][CH:67]=[CH:66][CH:65]=1.C1C=CC2N(O)N=NC=2C=1.CC(C)N=C=NC(C)C>CO.CN(C=O)C.C(OCC)(=O)C.[C].[Pd]>[NH:61]([C:73]([O:75][C:76]([CH3:79])([CH3:78])[CH3:77])=[O:74])[C@H:62]([C:70]([N:11]([CH3:35])[C@H:12]([C:16]([NH:18][C@H:19]([C:32]([OH:33])=[O:42])[CH2:20][C:21]1[CH:26]=[CH:25][C:24]([OH:27])=[C:23]([C:28]([CH3:29])([CH3:30])[CH3:31])[CH:22]=1)=[O:17])[CH:13]([CH3:14])[CH3:15])=[O:72])[CH2:63][C:64]1[CH:65]=[CH:66][CH:67]=[CH:68][CH:69]=1.[NH3:36] |f:8.9,10.11|. Procedure: A mixture of 810 mg of Z-N-Me-Val-Tyr(3-tBu)-NH2 and 300 mg of 10% palladium carbon in 50 ml of methanol was stirred under a hydrogen stream for 13 hours and a half. The reaction mixture was filtered and the filtrate was distilled off under reduced pressure. To a solution in DMF (12 ml) of 470 mg (1.35 mmol) of the resulting N-Me-Val-Tyr(3-tBu)-NH2, 390 mg (1.48 mmol) of Boc-Phe-OH and 230 mg (1.48 mmol) of HOBT, 0.23 ml (1.48 mmol) of DIC was added dropwise under cooling with ice and the mixtur... The reactants are C(C)(C)(C)C1=C(C=CC=C1)SCN(C([O-])=O)C (o-tert-butylphenylthio-N,N-dimethylcarbamate), [OH-].[Na+] (sodium hydroxide). The solvent is CO (methanol), CO (methanol). Conditions: time 30 minute. Product: C(C)(C)(C)C1=C(C=CC=C1)S (2-tert-butylbenzenethiol). Isolated yield 85.2%. Reaction SMILES: [C:1]([C:5]1[CH:10]=[CH:9][CH:8]=[CH:7][C:6]=1[S:11]CN(C)C(=O)[O-])([CH3:4])([CH3:3])[CH3:2].[OH-].[Na+]>CO>[C:1]([C:5]1[CH:10]=[CH:9][CH:8]=[CH:7][C:6]=1[SH:11])([CH3:4])([CH3:2])[CH3:3] |f:1.2|. Procedure: To a well stirred solution of the carbamate (30.0 g, 0.127 mol) dissolved in 500 ml of methanol was added a solution of sodium hydroxide (15.2 g, 0.38 mol) in methanol (100 ml). The resulting mixture was stirred at room temperature for 30 min followed by gentle reflux (1.5 h) to completion (TLC). Usual work-up followed by flash chromatography yielded 2-tert-butylbenzenethiol (18.0 g, 86% yield) as a pale yellow liquid. Starting materials: CO, CCOC(C)=O, Cl, [Na+], C1COCCO1, [OH-], O, COC(=O)c1ccc(-c2ccccc2)cc1NC(=O)c1cc(OCCN2CCN(CCCO)CC2)ccc1O. The product is O=C(Nc1cc(-c2ccccc2)ccc1C(=O)O)c1cc(OCCN2CCN(CCCO)CC2)ccc1O. RXN SMILES: [CH3:44][OH:45].[CH3:52][CH2:53][O:54][C:55](=[O:56])[CH3:57].[ClH:43].[Na+:2].[O:46]1[CH2:47][CH2:48][O:49][CH2:50][CH2:51]1.[OH-:1].[OH2:42].[OH:3][c:4]1[c:5]([C:6](=[O:7])[NH:8][c:9]2[c:10]([C:11](=[O:12])[O:13][CH3:14])[cH:15][cH:16][c:17](-[c:19]3[cH:20][cH:21][cH:22][cH:23][cH:24]3)[cH:18]2)[cH:25][c:26]([O:29][CH2:30][CH2:31][N:32]2[CH2:33][CH2:34][N:35]([CH2:38][CH2:39][CH2:40][OH:41])[CH2:36][CH2:37]2)[cH:27][cH:28]1>>[OH:3][c:4]1[c:5]([C:6](=[O:7])[NH:8][c:9]2[c:10]([C:11](=[O:12])[OH:13])[cH:15][cH:16][c:17](-[c:19]3[cH:20][cH:21][cH:22][cH:23][cH:24]3)[cH:18]2)[cH:25][c:26]([O:29][CH2:30][CH2:31][N:32]2[CH2:33][CH2:34][N:35]([CH2:38][CH2:39][CH2:40][OH:41])[CH2:36][CH2:37]2)[cH:27][cH:28]1. Starting materials: Cl.O(C1=CC=CC=C1)CC(N)=N (2-phenoxyethanimidamide hydrochloride), ClC(Cl)(Cl)S (perchloromethyl mercaptan), [OH-].[Na+] (sodium hydroxide). Run in ClCCl (dichloromethane), O (water). The product is ClC1=NC(=NS1)COC1=CC=CC=C1 (5-Chloro-3-(phenoxymethyl)-1,2,4-thiadiazole). Isolated yield 68.4%. RXN SMILES: Cl.[O:2]([CH2:9][C:10](=[NH:12])[NH2:11])[C:3]1[CH:8]=[CH:7][CH:6]=[CH:5][CH:4]=1.[Cl:13][C:14]([SH:17])(Cl)Cl.[OH-].[Na+]>ClCCl.O>[Cl:13][C:14]1[S:17][N:11]=[C:10]([CH2:9][O:2][C:3]2[CH:8]=[CH:7][CH:6]=[CH:5][CH:4]=2)[N:12]=1 |f:0.1,3.4|. Procedure details: To a solution of 2-phenoxyethanimidamide hydrochloride (2.00 g, 10.7 mmol) and perchloromethyl mercaptan (1.15 ml, 10.7 mmol) in dichloromethane (40 ml) was added dropwise a solution of sodium hydroxide (2.15 g, 53.7 mmol) in water (6 ml) under ice-cooling. Then, the reaction mixture was stirred under ice-cooling for 1 hour and at room temperature for 1 hour. The organic layer was separated, washed with water, and then dried over anhydrous magnesium sulfate. The solvent was distilled off under r...